Dataset: the Open Reaction Database (ORD), a public repository of structured organic reaction records. Task: describe an organic reaction: reactants, conditions, products, and yield Reactants: ClC=1C(=CC(=C(C1)S(=O)(=O)N(C1=NC=NC=C1)CC1=C(C=C(C=C1)OC)OC)F)O[C@@H]1[C@H](CCCC1)C1=CC=NN1C (5-chloro-N-(2,4-dimethoxybenzyl)-2-fluoro-4-{[(1S,2R)-2-(1-methyl-1H-pyrazol-5-yl)cyclohexyl]oxy}-N-(pyrimidin-4-yl)benzenesulfonamide), C(C)[SiH](CC)CC (triethylsilane). Run in ClCCl (dichloromethane), FC(C(=O)O)(F)F (trifluoroacetic acid). Reaction conditions: time 1 hour. The product is ClC=1C(=CC(=C(C1)S(=O)(=O)NC1=NC=NC=C1)F)O[C@@H]1[C@H](CCCC1)C1=CC=NN1C (5-Chloro-2-fluoro-4-{[(1S,2R)-2-(1-methyl-1H-pyrazol-5-yl)cyclohexyl]oxy}-N-(pyrimidin-4-yl)benzenesulfonamide). Yield: 99.8%. RXN SMILES: [Cl:1][C:2]1[C:3]([O:30][C@H:31]2[CH2:36][CH2:35][CH2:34][CH2:33][C@@H:32]2[C:37]2[N:41]([CH3:42])[N:40]=[CH:39][CH:38]=2)=[CH:4][C:5]([F:29])=[C:6]([S:8]([N:11](CC2C=CC(OC)=CC=2OC)[C:12]2[CH:17]=[CH:16][N:15]=[CH:14][N:13]=2)(=[O:10])=[O:9])[CH:7]=1.C([SiH](CC)CC)C>ClCCl.FC(F)(F)C(O)=O>[Cl:1][C:2]1[C:3]([O:30][C@H:31]2[CH2:36][CH2:35][CH2:34][CH2:33][C@@H:32]2[C:37]2[N:41]([CH3:42])[N:40]=[CH:39][CH:38]=2)=[CH:4][C:5]([F:29])=[C:6]([S:8]([NH:11][C:12]2[CH:17]=[CH:16][N:15]=[CH:14][N:13]=2)(=[O:10])=[O:9])[CH:7]=1. Procedure details: To a solution of the 5-chloro-N-(2,4-dimethoxybenzyl)-2-fluoro-4-{[(1S,2R)-2-(1-methyl-1H-pyrazol-5-yl)cyclohexyl]oxy}-N-(pyrimidin-4-yl)benzenesulfonamide (0.371 g, 0.602 mmol) prepared in Example 122b and triethylsilane (0.48 mL, 3.01 mmol) in dichloromethane (6.0 mL), trifluoroacetic acid (0.60 mL) was added at room temperature, and the reaction solution was stirred for 1 hour. The reaction solution was concentrated, and the residue was purified with silica gel chromatography (ethyl acetate/m... Reactants: solid, BrC1=CC(=CC=2C(=C3N(C12)CCNC3=O)C)F (6-bromo-8-fluoro-10-methyl-3,4-dihydro-2H-pyrazino[1,2-a]indol-1-one), BrC1=CC(=CC=2C(=C3N(C12)CCNC3=O)C)F (6-bromo-8-fluoro-10-methyl-3,4-dihydro-2H-pyrazino[1,2-a]indol-1-one), C(#N)C=1C=C(C=CC1)B(O)O (3-cyano-phenylboronic acid). Yields the product FC1=CC=2C(=C3N(C2C(=C1)C=1C=C(C#N)C=CC1)CCNC3=O)C (3-(8-Fluoro-10-methyl-1-oxo-1,2,3,4-tetrahydro-pyrazino[1,2-a]indol-6-yl)-benzonitrile). As a reaction SMILES: Br[C:2]1[C:10]2[N:9]3[CH2:11][CH2:12][NH:13][C:14](=[O:15])[C:8]3=[C:7]([CH3:16])[C:6]=2[CH:5]=[C:4]([F:17])[CH:3]=1.[C:18]([C:20]1[CH:21]=[C:22](B(O)O)[CH:23]=[CH:24][CH:25]=1)#[N:19]>>[F:17][C:4]1[CH:3]=[C:2]([C:24]2[CH:25]=[C:20]([CH:21]=[CH:22][CH:23]=2)[C:18]#[N:19])[C:10]2[N:9]3[CH2:11][CH2:12][NH:13][C:14](=[O:15])[C:8]3=[C:7]([CH3:16])[C:6]=2[CH:5]=1. Procedure details: The title compound, white solid (69 mg, 86%), MS (ISP) m/z=320.5 [(M+H)+], mp 192° C., was prepared in accordance with the general method of example 1 from 6-bromo-8-fluoro-10-methyl-3,4-dihydro-2H-pyrazino[1,2-a]indol-1-one (intermediate 14) (74.3 mg, 0.25 mmol) and commercially available 3-cyano-phenylboronic acid (47.8 mg, 0.325 mmol). The reactants are Cc1ccc(N2CCN(c3cccc(C4Nc5ccc(C(=O)O)cc5CC4(C)C)c3)CC2)c(C)c1, CN(C)c1ccncc1, NS(=O)(=O)C1CC1, ClCCl. The product is Cc1ccc(N2CCN(c3cccc(C4Nc5ccc(C(=O)NS(=O)(=O)C6CC6)cc5CC4(C)C)c3)CC2)c(C)c1. RXN SMILES: [CH3:1][c:2]1[c:3]([N:9]2[CH2:10][CH2:11][N:12]([c:15]3[cH:16][c:17]([CH:21]4[NH:22][c:23]5[cH:24][cH:25][c:26]([C:33](=[O:34])[OH:35])[cH:27][c:28]5[CH2:29][C:30]4([CH3:31])[CH3:32])[cH:18][cH:19][cH:20]3)[CH2:13][CH2:14]2)[cH:4][cH:5][c:6]([CH3:8])[cH:7]1.[CH3:43][N:44]([CH3:45])[c:46]1[cH:47][cH:48][n:49][cH:50][cH:51]1.[CH:36]1([S:39](=[O:40])(=[O:41])[NH2:42])[CH2:37][CH2:38]1.[Cl:52][CH2:53][Cl:54]>>[CH3:1][c:2]1[c:3]([N:9]2[CH2:10][CH2:11][N:12]([c:15]3[cH:16][c:17]([CH:21]4[NH:22][c:23]5[cH:24][cH:25][c:26]([C:33](=[O:34])[NH:42][S:39]([CH:36]6[CH2:37][CH2:38]6)(=[O:40])=[O:41])[cH:27][c:28]5[CH2:29][C:30]4([CH3:31])[CH3:32])[cH:18][cH:19][cH:20]3)[CH2:13][CH2:14]2)[cH:4][cH:5][c:6]([CH3:8])[cH:7]1. Reactants: C([O-])([O-])=O.[K+].[K+] (potassium carbonate), CC1(OB(OC1(C)C)C1=CC=C(C=C1)CC(=O)N)C (2-[4-(4,4,5,5-tetramethyl-[1,3,2]dioxaborolan-2-yl)-phenyl]-acetamide), hydrochloride salt, ClC=1C(=NC=CN1)N1CCN(CC1)CC=1C=NN(C1C)C (3′-chloro-4-(1,5-dimethyl-1H-pyrazol-4-ylmethyl)-3,4,5,6-tetrahydro-2H-[1,2′]bipyrazinyl), Cl (HCl). The reagents and catalysts are C=1C=CC(=CC1)[P](C=2C=CC=CC2)(C=3C=CC=CC3)[Pd]([P](C=4C=CC=CC4)(C=5C=CC=CC5)C=6C=CC=CC6)([P](C=7C=CC=CC7)(C=8C=CC=CC8)C=9C=CC=CC9)[P](C=1C=CC=CC1)(C=1C=CC=CC1)C=1C=CC=CC1 (tetrakis(triphenylphosphine)palladium(0)). The solvent is O (water), CN(C(C)=O)C (N,N-dimethylacetamide), C(C)#N (acetonitrile), O (water). Reaction conditions: temperature 120 celsius. Yields the product Cl.CN1N=CC(=C1C)CN1CCN(CC1)C1=NC=CN=C1C1=CC=C(C=C1)CC(=O)N (2-{4-[4-(1,5-Dimethyl-1H-pyrazol-4-ylmethyl)-3,4,5,6-tetrahydro-2H-[1,2′]bipyrazinyl-3′-yl]-phenyl}-acetamide hydrochloride). Isolated yield 37.3%. Reaction SMILES: [Cl:1][C:2]1[C:3]([N:8]2[CH2:13][CH2:12][N:11]([CH2:14][C:15]3[CH:16]=[N:17][N:18]([CH3:21])[C:19]=3[CH3:20])[CH2:10][CH2:9]2)=[N:4][CH:5]=[CH:6][N:7]=1.C(=O)([O-])[O-].[K+].[K+].CC1(C)C(C)(C)OB([C:36]2[CH:41]=[CH:40][C:39]([CH2:42][C:43]([NH2:45])=[O:44])=[CH:38][CH:37]=2)O1.Cl>CN(C)C(=O)C.C(#N)C.C1C=CC([P]([Pd]([P](C2C=CC=CC=2)(C2C=CC=CC=2)C2C=CC=CC=2)([P](C2C=CC=CC=2)(C2C=CC=CC=2)C2C=CC=CC=2)[P](C2C=CC=CC=2)(C2C=CC=CC=2)C2C=CC=CC=2)(C2C=CC=CC=2)C2C=CC=CC=2)=CC=1.O>[ClH:1].[CH3:21][N:18]1[C:19]([CH3:20])=[C:15]([CH2:14][N:11]2[CH2:12][CH2:13][N:8]([C:3]3[C:2]([C:36]4[CH:41]=[CH:40][C:39]([CH2:42][C:43]([NH2:45])=[O:44])=[CH:38][CH:37]=4)=[N:7][CH:6]=[CH:5][N:4]=3)[CH2:9][CH2:10]2)[CH:16]=[N:17]1 |f:1.2.3,10.11,^1:60,62,81,100|. Reported procedure: Dissolve 3′-chloro-4-(1,5-dimethyl-1H-pyrazol-4-ylmethyl)-3,4,5,6-tetrahydro-2H-[1,2′]bipyrazinyl (307 mg, 1.0 mmol) in N,N-dimethylacetamide (4 mL). Add potassium carbonate (332 mg, 2.4 mmol), 2-[4-(4,4,5,5-tetramethyl-[1,3,2]dioxaborolan-2-yl)-phenyl]-acetamide (313 mg, 1.2 mmol), tetrakis(triphenylphosphine)palladium(0) (0.0050 g, 0.0058 mmol), then water (2 mL) and degas with nitrogen for 5 min. Heat at 120° C. for 20 hr. then purify by SCX-2® chromatography washing with methanol. Elute with... Reactants: BrC=1C(=NC=CC1)C=O (3-bromo-2-pyridinecarboxaldehyde), CC1=CC=C(C=C1)B(O)O (4-methylbenzene boronic acid), C(=O)([O-])[O-].[Na+].[Na+] (Na2CO3). Reagents/catalysts: C=1C=CC(=CC1)[P](C=2C=CC=CC2)(C=3C=CC=CC3)[Pd]([P](C=4C=CC=CC4)(C=5C=CC=CC5)C=6C=CC=CC6)([P](C=7C=CC=CC7)(C=8C=CC=CC8)C=9C=CC=CC9)[P](C=1C=CC=CC1)(C=1C=CC=CC1)C=1C=CC=CC1 (Pd(PPh3)4). The solvent is COCCOC.C1CCOC1 (DME THF). Conditions: temperature 90 celsius. Product: C1(=CC=C(C=C1)C=1C(=NC=CC1)C=O)C (3-p-tolyl-pyridine-2-carbaldehyde). Isolated yield 77.0%. Reaction SMILES: Br[C:2]1[C:3]([CH:8]=[O:9])=[N:4][CH:5]=[CH:6][CH:7]=1.[CH3:10][C:11]1[CH:16]=[CH:15][C:14](B(O)O)=[CH:13][CH:12]=1.C([O-])([O-])=O.[Na+].[Na+]>COCCOC.C1COCC1.C1C=CC([P]([Pd]([P](C2C=CC=CC=2)(C2C=CC=CC=2)C2C=CC=CC=2)([P](C2C=CC=CC=2)(C2C=CC=CC=2)C2C=CC=CC=2)[P](C2C=CC=CC=2)(C2C=CC=CC=2)C2C=CC=CC=2)(C2C=CC=CC=2)C2C=CC=CC=2)=CC=1>[C:11]1([CH3:10])[CH:16]=[CH:15][C:14]([C:2]2[C:3]([CH:8]=[O:9])=[N:4][CH:5]=[CH:6][CH:7]=2)=[CH:13][CH:12]=1 |f:2.3.4,5.6,^1:40,42,61,80|. Procedure details: To a stirred degassed solution of 3-bromo-2-pyridinecarboxaldehyde (198 mg, 1.06 mmol) and 4-methylbenzene boronic acid (152 mg, 1.12 mmol) in DME/THF (3.5 mL, 2.5:1) were added a 2 M Na2CO3 solution (0.9 mL) and Pd(PPh3)4 (63 mg, 0.055 mmol). The reaction mixture was flushed with Ar and maintained under Ar while being heated at 90° C. overnight. The mixture was then cooled and diluted with EtOAc (40 mL) and brine (30 mL). The organic layer was washed with brine (1×30 mL), dried (Na2SO4), filter...